From a dataset of the Open Reaction Database (ORD), a public repository of structured organic reaction records. describe an organic reaction: reactants, conditions, products, and yield Product: Cl.C(C1=CC=CC=C1)OC1=CC(N(C=C1)C1=CC=C2C3=C(NC2=C1)CC1CCC3N1)=O (4-(Benzyloxy)-1-(5,6,7,8,9,10-hexahydro-7,10-iminocyclohept[b]indol-3-yl)pyridin-2(1H)-one hydrochloride). The solvent is O (H2O). Procedure: 4-(Benzyloxy)-1-(5-tosyl-5,6,7,8,9,10-hexahydro-7,10-iminocyclohept[b]indol-3-yl)pyridin-2(1H)-one (130 mg, 0.24 mmol) and NaOH (594 mg, 14.8 mmol) were added to 1:1 MeOH/CH2Cl2 (20 mL) under N2, and the resulting suspension was stirred at reflux for 16 h. The reaction was cooled, H2O was added, and the resulting suspension was filtered. The obtained solid was purified by flash chromatography (silica gel, CH2Cl2/(9:1 MeOH/NH4OH), 100:0 to 80:20) afforded the free-base that was subsequently conve... Starting materials: C(C1=CC=CC=C1)OC1=CC(N(C=C1)C1=CC=C2C3=C(N(C2=C1)S(=O)(=O)C1=CC=C(C)C=C1)CC1CCC3N1)=O (4-(Benzyloxy)-1-(5-tosyl-5,6,7,8,9,10-hexahydro-7,10-iminocyclohept[b]indol-3-yl)pyridin-2(1H)-one), [OH-].[Na+] (NaOH), CO.C(Cl)Cl (MeOH CH2Cl2), hydrochloride salt. The yield is 39.0%. RXN SMILES: [CH2:1]([O:8][C:9]1[CH:14]=[CH:13][N:12]([C:15]2[CH:23]=[C:22]3[C:18]([C:19]4[CH:38]5[NH:39][CH:35]([CH2:36][CH2:37]5)[CH2:34][C:20]=4[N:21]3S(C3C=CC(C)=CC=3)(=O)=O)=[CH:17][CH:16]=2)[C:11](=[O:40])[CH:10]=1)[C:2]1[CH:7]=[CH:6][CH:5]=[CH:4][CH:3]=1.[OH-].[Na+].CO.C(Cl)[Cl:46]>O>[ClH:46].[CH2:1]([O:8][C:9]1[CH:14]=[CH:13][N:12]([C:15]2[CH:23]=[C:22]3[C:18]([C:19]4[CH:38]5[NH:39][CH:35]([CH2:36][CH2:37]5)[CH2:34][C:20]=4[NH:21]3)=[CH:17][CH:16]=2)[C:11](=[O:40])[CH:10]=1)[C:2]1[CH:7]=[CH:6][CH:5]=[CH:4][CH:3]=1 |f:1.2,3.4,6.7|. Starting materials: O=Cc1cc(Br)c(O)c(Br)c1, O=C([O-])[O-], COc1ccc(CCl)cc1, [K+], [K+], CN(C)C=O. Product: COc1ccc(COc2c(Br)cc(C=O)cc2Br)cc1. RXN SMILES: [Br:1][c:2]1[cH:3][c:4]([CH:5]=[O:6])[cH:7][c:8]([Br:11])[c:9]1[OH:10].[C:12](=[O:13])([O-:14])[O-:15].[CH3:18][O:19][c:20]1[cH:21][cH:22][c:23]([CH2:24][Cl:25])[cH:26][cH:27]1.[K+:16].[K+:17].[O:28]=[CH:29][N:30]([CH3:31])[CH3:32]>>[Br:1][c:2]1[cH:3][c:4]([CH:5]=[O:6])[cH:7][c:8]([Br:11])[c:9]1[O:10][CH2:24][c:23]1[cH:22][cH:21][c:20]([O:19][CH3:18])[cH:27][cH:26]1. Reactants: N1C=CC2=CC=CC=C12 (indole), P(=O)(Cl)(Cl)Cl (phosphorus oxychloride), CN(C)C=O (DMF). The product is C(=O)C1=CNC2=CC=CC=C12 (3-formyl indole). As a reaction SMILES: [NH:1]1[C:9]2[C:4](=[CH:5][CH:6]=[CH:7][CH:8]=2)[CH:3]=[CH:2]1.P(Cl)(Cl)(Cl)=O.CN([CH:18]=[O:19])C>>[CH:18]([C:3]1[C:4]2[C:9](=[CH:8][CH:7]=[CH:6][CH:5]=2)[NH:1][CH:2]=1)=[O:19]. Reported procedure: As shown by the above generalized scheme, the indole is treated with phosphorus oxychloride and DMF to produce the corresponding 3-formyl indole (XIV). The latter is treated with nitromethane and ammonium acetate to obtain the corresponding 3-(2'-nitroethenyl)indole (XV), which then is reduced to the desired tryptamine (XVI). The reactants are COC(=O)C(c1ccccc1)N1CCN(C(=O)OC(C)(C)C)CC1, CCO, [Na+], [OH-]. Yields the product CC(C)(C)OC(=O)N1CCN(C(C(=O)O)c2ccccc2)CC1. RXN SMILES: [C:1]([CH3:2])([CH3:3])([CH3:4])[O:5][C:6](=[O:7])[N:8]1[CH2:9][CH2:10][N:11]([CH:14]([c:15]2[cH:16][cH:17][cH:18][cH:19][cH:20]2)[C:21](=[O:22])[O:23][CH3:24])[CH2:12][CH2:13]1.[CH3:27][CH2:28][OH:29].[Na+:26].[OH-:25]>>[C:1]([CH3:2])([CH3:3])([CH3:4])[O:5][C:6](=[O:7])[N:8]1[CH2:9][CH2:10][N:11]([CH:14]([c:15]2[cH:16][cH:17][cH:18][cH:19][cH:20]2)[C:21](=[O:22])[OH:23])[CH2:12][CH2:13]1. Run at time 8 hour. Procedure: Acetyl chloride (50 ml) was added very slowly to methanol (500 ml), and the mixture was allowed to cool before pyrazine-2-carboxylic acid (15 g, 124 mmol) in methanol (15 ml) was added. The reaction mixture was left to stand at room temperature overnight. The methanol was removed in vacuo to give the required product (22 g). 1H NMR (250 MHz, DMSO) δ 3.95 (3H, s), 8.82 (1H, m), 8.90 (1H, d, J=2.5 Hz), 9.21 (1H, d, J=2.5 Hz); MS (ES+) m/e 153 [MH+]. The reactants are N1=C(C=NC=C1)C(=O)O (pyrazine-2-carboxylic acid), C(C)(=O)Cl (Acetyl chloride). The product is N1=C(C=NC=C1)C(=O)OC (Methyl 2-pyrazine carboxylate). RXN SMILES: [C:1](Cl)(=O)C.[N:5]1[CH:10]=[CH:9][N:8]=[CH:7][C:6]=1[C:11]([OH:13])=[O:12]>CO>[N:5]1[CH:10]=[CH:9][N:8]=[CH:7][C:6]=1[C:11]([O:13][CH3:1])=[O:12]. The solvent is CO (methanol), CO (methanol). Starting materials: S1C=C(C=C1)C(CCCO)O (1-(3-Thienyl)-1,4-butanediol), O1C(=CC=C1)C=O (furan-2-carboxaldehyde). Solvent: O1CCCC1 (tetrahydrofuran). The product is O1C(=CC=C1)C(CCCO)O (1-(2-Furanyl)-1,4-butanediol). Reaction SMILES: S1[CH:5]=[CH:4][C:3]([CH:6]([OH:11])[CH2:7][CH2:8][CH2:9][OH:10])=C1.[O:12]1C=CC=[C:13]1C=O>O1CCCC1>[O:12]1[CH:13]=[CH:5][CH:4]=[C:3]1[CH:6]([OH:11])[CH2:7][CH2:8][CH2:9][OH:10]. Reported procedure: The Grignard reagent prepared in Example 26 step (a) (0.7 M, 28 ml, 19.6 mmol), and furan-2-carboxaldehyde (1.92 g, 20 mmol) in anhydrous tetrahydrofuran (15 ml) were used to prepare the sub-title compound, using the procedure described in Example 26 step (a). The product was a colourless oil (2.69 g, 88%).